This data is from the Open Reaction Database (ORD), a public repository of structured organic reaction records. The task is: describe an organic reaction: reactants, conditions, products, and yield Starting materials: C(CCC)[Li] (n-butyllithium), C(C)(C)NC(C)C (diisopropylamine), CC(CCCCCCCCCCC)=O (2-tridecanone), Cl[Si](C)(C)C (chlorotrimethylsilane). The solvent is C1CCOC1 (THF), C1CCOC1 (THF), C1CCOC1 (THF). Conditions: temperature 10 celsius. The product is C[Si](OC(=C)CCCCCCCCCCC)(C)C (2-trimethylsilyloxy-1-tridecene). Yield: 99.1%. As a reaction SMILES: C([Li])CCC.C(NC(C)C)(C)C.[CH3:13][C:14](=[O:26])[CH2:15][CH2:16][CH2:17][CH2:18][CH2:19][CH2:20][CH2:21][CH2:22][CH2:23][CH2:24][CH3:25].Cl[Si:28]([CH3:31])([CH3:30])[CH3:29]>C1COCC1>[CH3:29][Si:28]([CH3:31])([CH3:30])[O:26][C:14]([CH2:15][CH2:16][CH2:17][CH2:18][CH2:19][CH2:20][CH2:21][CH2:22][CH2:23][CH2:24][CH3:25])=[CH2:13]. Procedure details: A solution of n-butyllithium (12.6 mL, 27.7 mmol, 2.2 M in hexane) was added dropwise via syringe to a cooled (-78° C.) solution of diisopropylamine (4.1 mL, 29 mmol) in dry THF (200 mL). The resulting solution was stirred (15 minutes -78° C.), then a solution of 2-tridecanone (5.0 g, 25 mmol) in dry THF (50 mL) was added dropwise via a drop-in funnel. The resulting mixture was stirred (30 minutes, -78° C.), then a solution of chlorotrimethylsilane (3.5 mL, 28 mmol) in dry THF (40 mL) was added ... Reactants: CCC(=O)Cl, O=C1NC(Cc2ccccc2)CO1, [Li]CCCC, CCCCCC, C1CCOC1, O. Reaction SMILES: [C:14]([CH2:15][CH3:16])(=[O:17])[Cl:18].[CH2:1]([c:2]1[cH:3][cH:4][cH:5][cH:6][cH:7]1)[CH:8]1[NH:9][C:10](=[O:13])[O:11][CH2:12]1.[CH2:31]([Li:32])[CH2:33][CH2:34][CH3:35].[CH3:25][CH2:26][CH2:27][CH2:28][CH2:29][CH3:30].[O:20]1[CH2:21][CH2:22][CH2:23][CH2:24]1.[OH2:19]>>[CH2:1]([c:2]1[cH:3][cH:4][cH:5][cH:6][cH:7]1)[CH:8]1[N:9]([C:14]([CH2:15][CH3:16])=[O:17])[C:10](=[O:13])[O:11][CH2:12]1. The product is CCC(=O)N1C(=O)OCC1Cc1ccccc1. The reactants are CO, OC(CN(Cc1ccccc1)c1cccc(F)c1)C(F)(F)F. Yields the product OC(CNc1cccc(F)c1)C(F)(F)F. RXN SMILES: [CH3:23][OH:24].[F:1][c:2]1[cH:3][c:4]([N:8]([CH2:9][CH:10]([C:11]([F:12])([F:13])[F:14])[OH:15])[CH2:16][c:17]2[cH:18][cH:19][cH:20][cH:21][cH:22]2)[cH:5][cH:6][cH:7]1>>[F:1][c:2]1[cH:3][c:4]([NH:8][CH2:9][CH:10]([C:11]([F:12])([F:13])[F:14])[OH:15])[cH:5][cH:6][cH:7]1. The reactants are COC=1C=C2C(NC=NC2=CC1OCCCN1CCN(CC1)C)=O (6-Methoxy-7-(3-(4-methylpiperazin-1-yl)propoxy)-3,4-dihydro quinazolin-4-one), CN(C)C=O (DMF), S(=O)(Cl)Cl (thionyl chloride). Yields the product ClC1=NC=NC2=CC(=C(C=C12)OC)OCCCN1CCN(CC1)C (4-chloro-6-methoxy-7-(3-(4-methylpiperazin-1-yl)propoxy)quinazoline). The yield is 53.0%. As a reaction SMILES: [CH3:1][O:2][C:3]1[CH:4]=[C:5]2[C:10](=[CH:11][C:12]=1[O:13][CH2:14][CH2:15][CH2:16][N:17]1[CH2:22][CH2:21][N:20]([CH3:23])[CH2:19][CH2:18]1)[N:9]=[CH:8][NH:7][C:6]2=O.CN(C=O)C.S(Cl)([Cl:32])=O>>[Cl:32][C:6]1[C:5]2[C:10](=[CH:11][C:12]([O:13][CH2:14][CH2:15][CH2:16][N:17]3[CH2:22][CH2:21][N:20]([CH3:23])[CH2:19][CH2:18]3)=[C:3]([O:2][CH3:1])[CH:4]=2)[N:9]=[CH:8][N:7]=1. Reported procedure: 6-Methoxy-7-(3-(4-methylpiperazin-1-yl)propoxy)-3,4-dihydro quinazolin-4-one (2.15 g, 6.48 mmol) was suspended in thionyl chloride (25 ml) and DMF (0.18 ml) and stirred under reflux for 2 hours. The thionyl chloride was evaporated under vacuum and the residue azeotroped twice with toluene. The residue was taken up in water, basified with saturated with aqueous sodium hydrogen carbonate solution and the aqueous solution extracted 4 times with dichloromethane. The combined extracts were washed wit... The reactants are O(CCC1=CNC=2C=CC=CC21)[Si](C)(C)C(C)(C)C. The reagents and catalysts are N=1C=CC(=CC1C=2N=CC=C(C2)C(C)(C)C)C(C)(C)C, O1B(OC(C)(C)C1(C)C)B2OC(C)(C)C(O2)(C)C, O1BOC(C)(C)C1(C)C, C1CC=CCCC=C1.C1CC=CCCC=C1.[Cl-].[Cl-].[Ir].[Ir]. Run in O1CCCC1. Reaction conditions: temperature 80 celsius, time 6 hour. Product: O1B(OC(C)(C)C1(C)C)C2=CC=CC3=C2NC=C3CCO[Si](C)(C)C(C)(C)C. Yield: 48.0%.